Dataset: the Open Reaction Database (ORD), a public repository of structured organic reaction records. Task: describe an organic reaction: reactants, conditions, products, and yield The reactants are ClC=1C=C2C(=NC1)NC=C2C2=NC=C(C(=N2)NC2C(CCCC2)(C(=O)[O-])C)F ((2-(5-chloro-1H-pyrrolo[2,3-b]pyridin-3-yl)-5-fluoropyrimidin-4-ylamino)-1-methylcyclohexanecarboxylate), 52j, O (water), [Li+].[OH-] (LiOH). Solvent: CO (MeOH). Run at time 2 day. The product is ClC=1C=C2C(=NC1)NC=C2C2=NC=C(C(=N2)NC2C(CCCC2)(C(=O)O)C)F ((2-(5-chloro-1H-pyrrolo[2,3-b]pyridin-3-yl)-5-fluoropyrimidin-4-ylamino)-1-methylcyclohexanecarboxylic acid). Reaction SMILES: [Cl:1][C:2]1[CH:3]=[C:4]2[C:10]([C:11]3[N:16]=[C:15]([NH:17][CH:18]4[CH2:23][CH2:22][CH2:21][CH2:20][C:19]4([CH3:27])[C:24]([O-:26])=[O:25])[C:14]([F:28])=[CH:13][N:12]=3)=[CH:9][NH:8][C:5]2=[N:6][CH:7]=1.O.[Li+].[OH-]>CO>[Cl:1][C:2]1[CH:3]=[C:4]2[C:10]([C:11]3[N:16]=[C:15]([NH:17][CH:18]4[CH2:23][CH2:22][CH2:21][CH2:20][C:19]4([CH3:27])[C:24]([OH:26])=[O:25])[C:14]([F:28])=[CH:13][N:12]=3)=[CH:9][NH:8][C:5]2=[N:6][CH:7]=1 |f:2.3|. Reported procedure: To a solution of (1R,3S)-methyl 3-((2-(5-chloro-1H-pyrrolo[2,3-b]pyridin-3-yl)-5-fluoropyrimidin-4-ylamino)-1-methylcyclohexanecarboxylate, 52j, (0.035 g, 0.083 mmol) dissolved in MeOH (5 mL) and water (1 mL) was added LiOH (0.004 g, 0.168 mmol). The reaction was allowed to stir for 2 days at room temperature and then concentrated to dryness. The residue was washed with ethanol. The combined ethanol washings were concentrated in vacuo, yielding 30 mg of desired product as an off white solid. The reactants are C([O-])([O-])=O.[K+].[K+] (potassium carbonate), C=O (paraformaldehyde), COC(CC1=CC=C(C=C1)OCC1=CC=CC=C1)=O ((4-benzyloxy-phenyl)-acetic acid methyl ester). Reagents/catalysts: [I-].C(CCC)[N+](CCCC)(CCCC)CCCC (tetrabutyl ammonium iodide). Solvent: C1(=CC=CC=C1)C (toluene). Reaction conditions: temperature 27.5 celsius. The product is COC(C(=C)C1=CC=C(C=C1)OCC1=CC=CC=C1)=O (2-(4-Benzyloxy-phenyl)-acrylic acid methyl ester). As a reaction SMILES: [CH3:1][O:2][C:3](=[O:19])[CH2:4][C:5]1[CH:10]=[CH:9][C:8]([O:11][CH2:12][C:13]2[CH:18]=[CH:17][CH:16]=[CH:15][CH:14]=2)=[CH:7][CH:6]=1.[C:20](=O)([O-])[O-].[K+].[K+].C=O>[I-].C([N+](CCCC)(CCCC)CCCC)CCC.C1(C)C=CC=CC=1>[CH3:1][O:2][C:3](=[O:19])[C:4]([C:5]1[CH:10]=[CH:9][C:8]([O:11][CH2:12][C:13]2[CH:14]=[CH:15][CH:16]=[CH:17][CH:18]=2)=[CH:7][CH:6]=1)=[CH2:20] |f:1.2.3,5.6|. Procedure details: (4-benzyloxy-phenyl)-acetic acid methyl ester (10 g; 0.04 mol)) was charged to toluene (100 ml). Further potassium carbonate (13.47 g; 0.09 mol), paraformaldehyde (2.9 g, 0.097 mol) and tetrabutyl ammonium iodide (0.72 g) were charged and the reaction mixture thus obtained was refluxed for 5.5-6 hours. The reaction mass was cooled to 25-30° C. and filtered. The filtrate contains 2-(4-benzyloxy-phenyl)-acrylic acid methyl ester. The reactants are C1CCOC1, CCN=C=NCCCN(C)C, CN(C)c1ccncc1, Cl, CC(C)(C)COc1c(C=Cc2nc3sccn3c2C(=O)O)cccc1OC(F)F, NCc1cccc(C(F)(F)F)c1, CN(C)C=O. Yields the product CC(C)(C)COc1c(C=Cc2nc3sccn3c2C(=O)NCc2cccc(C(F)(F)F)c2)cccc1OC(F)F. RXN SMILES: [CH2:63]1[O:64][CH2:65][CH2:66][CH2:67]1.[CH3:42][CH2:43][N:44]=[C:45]=[N:46][CH2:47][CH2:48][CH2:49][N:50]([CH3:51])[CH3:52].[CH3:54][N:55]([c:56]1[cH:57][cH:58][n:59][cH:60][cH:61]1)[CH3:62].[ClH:53].[F:1][CH:2]([O:3][c:4]1[c:5]([O:23][CH2:24][C:25]([CH3:26])([CH3:27])[CH3:28])[c:6]([CH:10]=[CH:11][c:12]2[n:13][c:14]3[s:15][cH:16][cH:17][n:18]3[c:19]2[C:20](=[O:21])[OH:22])[cH:7][cH:8][cH:9]1)[F:29].[F:30][C:31]([c:32]1[cH:33][c:34]([CH2:38][NH2:39])[cH:35][cH:36][cH:37]1)([F:40])[F:41].[O:68]=[CH:69][N:70]([CH3:71])[CH3:72]>>[F:1][CH:2]([O:3][c:4]1[c:5]([O:23][CH2:24][C:25]([CH3:26])([CH3:27])[CH3:28])[c:6]([CH:10]=[CH:11][c:12]2[n:13][c:14]3[s:15][cH:16][cH:17][n:18]3[c:19]2[C:20](=[O:21])[NH:39][CH2:38][c:34]2[cH:33][c:32]([C:31]([F:30])([F:40])[F:41])[cH:37][cH:36][cH:35]2)[cH:7][cH:8][cH:9]1)[F:29]. The reactants are C[C@@H]1CC[C@@]2([C@H]([C@H]3[C@@H](O2)[C@H]([C@@H]4[C@@]3(CC[C@H]5[C@H]4CC[C@@H]6[C@@]5(C[C@H]([C@@H](C6)O[C@H]7[C@@H]([C@H]([C@H]([C@H](O7)CO)O[C@H]8[C@@H]([C@H](C([C@H](O8)CO)O)O[C@H]9[C@@H]([C@H]([C@@H](CO9)O)O)O)O[C@H]2[C@@H]([C@H]([C@H]([C@H](O2)CO)O)O[C@H]2[C@@H]([C@H]([C@@H]([C@H](O2)CO)O)O)O)O)O)O)O)C)C)O)C)OC1 (digitonin), ( B ), C1(\C=C/C(=O)O1)=O.C(=C)N1C(CCC1)=O (maleic anhydride N-vinylpyrrolidone). The solvent is solution. Reaction conditions: time 15 minute. Product: CC(C)CCC[C@@H](C)[C@H]1CC[C@H]2[C@@H]3CC=C4C[C@@H](O)CC[C@]4(C)[C@H]3CC[C@]12C (cholesterol). RXN SMILES: [CH3:1][C@H:2]1[CH2:85]O[C@@:5]2(O[C@H:8]3[C@@H:10](O)[C@H:11]4[C@@H:16]5[CH2:17][CH2:18][C@H:19]6[CH2:24][C@@H:23]([O:25][C@@H]7O[C@H](CO)[C@H](O[C@@H]8O[C@H](CO)C(O)[C@H](O[C@@H]9OC[C@@H](O)[C@H](O)[C@H]9O)[C@H]8O[C@@H]8O[C@H](CO)[C@H](O)[C@H](O[C@@H]9O[C@H](CO)[C@@H](O)[C@H](O)[C@H]9O)[C@H]8O)[C@H](O)[C@H]7O)[C@H:22](O)[CH2:21][C@:20]6([CH3:80])[C@H:15]5[CH2:14][CH2:13][C@:12]4([CH3:81])[C@H:7]3[C@@H:6]2[CH3:83])[CH2:4][CH2:3]1.C1(=O)OC(=O)C=C1.C(N1CCCC1=O)=C>>[CH3:85][CH:2]([CH2:3][CH2:4][CH2:5][C@H:6]([C@@H:7]1[C@:12]2([CH3:81])[C@H:11]([C@H:16]3[C@H:15]([CH2:14][CH2:13]2)[C@:20]2([CH3:80])[C:19]([CH2:24][C@H:23]([CH2:22][CH2:21]2)[OH:25])=[CH:18][CH2:17]3)[CH2:10][CH2:8]1)[CH3:83])[CH3:1] |f:1.2|. Procedure details: The sticks were each placed into 100 uL solution of an A-C-B reagent in wells of a 96 well microwell plate. The reagent was a conjugate of digitonin (A) linked to horseradish peroxidase (B) through a maleic anhydride-N-vinylpyrrolidone copolymer (C) and was used at a concentration of approximately 1 μg/mL. The sticks were left in the solution for 15 minutes at room temperature, after which they were removed and placed into new wells of a microwell plate containing 200 μL of wash solution. The mi... The reactants are FC=1C=NC=CC1N(N1C=CC2=CC=CC=C12)CC#C (N-(3-fluoro-4-pyridinyl)-N-(2-propynyl)-1H-indol-1-amine), N1CCCC1 (pyrrolidine), C=O (paraformaldehyde). The reagents and catalysts are Cl[Cu] (CuCl). Solvent: O1CCOCC1 (p-dioxane). Run at temperature 80 celsius, time 3 hour. The product is FC=1C=NC=CC1N(N1C=CC2=CC=CC=C12)CC#CCN1CCCC1 (N-(3-Fluoro-4-pyridinyl)-N-[4-(pyrrolidin-1-yl)-2-butynyl]-1H-indol-1-amine). Yield: 147.2%. Reaction SMILES: [F:1][C:2]1[CH:3]=[N:4][CH:5]=[CH:6][C:7]=1[N:8]([CH2:18][C:19]#[CH:20])[N:9]1[C:17]2[C:12](=[CH:13][CH:14]=[CH:15][CH:16]=2)[CH:11]=[CH:10]1.[NH:21]1[CH2:25][CH2:24][CH2:23][CH2:22]1.[CH2:26]=O>Cl[Cu].O1CCOCC1>[F:1][C:2]1[CH:3]=[N:4][CH:5]=[CH:6][C:7]=1[N:8]([CH2:18][C:19]#[C:20][CH2:26][N:21]1[CH2:25][CH2:24][CH2:23][CH2:22]1)[N:9]1[C:17]2[C:12](=[CH:13][CH:14]=[CH:15][CH:16]=2)[CH:11]=[CH:10]1. Procedure details: To 100 ml of p-dioxane were added N-(3-fluoro-4-pyridinyl)-N-(2-propynyl)-1H-indol-1-amine (3.0 g), pyrrolidine (1.2 g), paraformaldehyde (4 g) and CuCl (0.3 g) and this mixture was heated to 80° C. and stirred for 3 hours. The mixture was then cooled and filtered, and the filtrate was concentrated to yield an oil (5.8 g). This material was eluted with 5% methanol/DCM on a silica gel column via HPLC. The desired fractions were concentrated to yield an oil which solidified on standing (3.3 g). Th... Reactants: Cl.NC=1C2=C(NS(N1)(=O)=O)C=CC=C2OC[C@@H]2[NH2+]CCCC2 ((R)-2-(((4-amino-2,2-dioxido-1H-benzo[c][1,2,6]thiadiazin-5-yl)oxy)methyl)piperidinium hydrochloride), OC=1C=C(C(=O)O)C=C(N1)C (2-hydroxy-6-methylisonicotinic acid). The product is NC=1C2=C(NS(N1)(=O)=O)C=CC=C2OC[C@@H]2N(CCCC2)C(=O)C2=CC(=NC(=C2)C)O ((R)-(2-(((4-amino-2,2-dioxido-1H-benzo[c][1,2,6]thiadiazin-5-yl)oxy)methyl)piperidin-1-yl)(2-hydroxy-6-methylpyridin-4-yl)methanone). As a reaction SMILES: Cl.[NH2:2][C:3]1[C:4]2[C:14]([O:15][CH2:16][C@H:17]3[CH2:22][CH2:21][CH2:20][CH2:19][NH2+:18]3)=[CH:13][CH:12]=[CH:11][C:5]=2[NH:6][S:7](=[O:10])(=[O:9])[N:8]=1.[OH:23][C:24]1[CH:25]=[C:26]([CH:30]=[C:31]([CH3:33])[N:32]=1)[C:27](O)=[O:28]>>[NH2:2][C:3]1[C:4]2[C:14]([O:15][CH2:16][C@H:17]3[CH2:22][CH2:21][CH2:20][CH2:19][N:18]3[C:27]([C:26]3[CH:30]=[C:31]([CH3:33])[N:32]=[C:24]([OH:23])[CH:25]=3)=[O:28])=[CH:13][CH:12]=[CH:11][C:5]=2[NH:6][S:7](=[O:9])(=[O:10])[N:8]=1 |f:0.1|. Procedure details: Prepared as in Example 15 from (R)-2-(((4-amino-2,2-dioxido-1H-benzo[c][1,2,6]thiadiazin-5-yl)oxy)methyl)piperidinium hydrochloride (Example 15a) and 2-hydroxy-6-methylisonicotinic acid. 1H NMR (400 MHz, DMSO-d6) δ 1.42 (m, 1H), 1.54-1.72 (m, 5H), 1.80 (m, 1H), 2.16 (s, 3H), 3.21 (m, 1H), 3.44 (m, 1H), 4.19 (dd, 1H, J=10.3, 4.2 Hz), 4.37 (m, 1H), 4.61 (t, 1H, J=10.0 Hz), 5.14 (m, 1H), 5.88 (s, 1H), 6.02 (s, 1H), 6.61 (d, 1H, J=8.4 Hz), 6.86 (d, 1H, J=8.4 Hz), 7.44 (t, 1H, J=8.4 Hz), 7.75 (br s, ... Reactants: C#CCO, [Na+], [Na+], O=C([O-])[O-], C1=COCCC1, Cc1ccc(S(=O)(=O)O)cc1. Yields the product C#CCOC1CCCCO1. RXN SMILES: [CH2:1]([C:2]#[CH:3])[OH:4].[Na+:22].[Na+:23].[O-:24][C:25](=[O:26])[O-:27].[O:5]1[CH2:6][CH2:7][CH2:8][CH:9]=[CH:10]1.[c:11]1([CH3:12])[cH:13][cH:14][c:15]([S:16]([OH:17])(=[O:18])=[O:19])[cH:20][cH:21]1>>[CH2:1]([C:2]#[CH:3])[O:4][CH:10]1[O:5][CH2:6][CH2:7][CH2:8][CH2:9]1.